This data is from the Open Reaction Database (ORD), a public repository of structured organic reaction records. The task is: describe an organic reaction: reactants, conditions, products, and yield Reactants: ClC1=C(C(=CC(=C1)C(C(F)(F)F)(C(F)(F)F)F)Cl)NC(C1=CC=C(C=C1)[N+](=O)[O-])=O (N-[2,6-Dichloro-4-(1,1,1,2,3,3,3-heptafluoropropan-2-yl)phenyl]-4-nitro-benzamide), [BH4-].[Na+] (NaBH4), N (ammonia). The reagents and catalysts are O.O.O.O.O.O.[Ni](Cl)Cl (nickel (II) chloride hexahydrate). The solvent is C(C)(=O)OCC (ethyl acetate), O (water), CO (methanol). Reaction conditions: time 1 hour. The product is NC1=CC=C(C(=O)NC2=C(C=C(C=C2Cl)C(C(F)(F)F)(C(F)(F)F)F)Cl)C=C1 (4-amino-N-[2,6-dichloro-4-(1,1,1,2,3,3,3-heptafluoropropan-2-yl)phenyl]-benzamide). Isolated yield 96.3%. As a reaction SMILES: [Cl:1][C:2]1[CH:7]=[C:6]([C:8]([F:17])([C:13]([F:16])([F:15])[F:14])[C:9]([F:12])([F:11])[F:10])[CH:5]=[C:4]([Cl:18])[C:3]=1[NH:19][C:20](=[O:30])[C:21]1[CH:26]=[CH:25][C:24]([N+:27]([O-])=O)=[CH:23][CH:22]=1.[BH4-].[Na+].N>CO.C(OCC)(=O)C.O.O.O.O.O.O.O.[Ni](Cl)Cl>[NH2:27][C:24]1[CH:23]=[CH:22][C:21]([C:20]([NH:19][C:3]2[C:4]([Cl:18])=[CH:5][C:6]([C:8]([F:17])([C:13]([F:14])([F:15])[F:16])[C:9]([F:10])([F:11])[F:12])=[CH:7][C:2]=2[Cl:1])=[O:30])=[CH:26][CH:25]=1 |f:1.2,7.8.9.10.11.12.13|. Procedure details: N-[2,6-Dichloro-4-(1,1,1,2,3,3,3-heptafluoropropan-2-yl)phenyl]-4-nitro-benzamide (3.2 g) and nickel (II) chloride hexahydrate (3.33 g) were dissolved in methanol (30 ml). To the reaction solution, NaBH4 (0.80 g) was added slowly under ice cooling, and the mixture was stirred for 1 hour while increasing the temperature to room temperature. Aqueous ammonia (about 5 ml) was added to the reaction solution under stirring, and then diluted with ethyl acetate and water. The organic phase was separated... Reactants: CC(Cl)Cl, CCSc1ccc(-c2ccc(C3COC(c4c(F)cccc4F)=N3)cc2)cn1, O=C(OO)c1cccc(Cl)c1. The product is CCS(=O)c1ccc(-c2ccc(C3COC(c4c(F)cccc4F)=N3)cc2)cn1. RXN SMILES: [Cl:40][CH:41]([Cl:42])[CH3:43].[F:1][c:2]1[c:3]([C:9]2=[N:13][CH:12]([c:14]3[cH:15][cH:16][c:17](-[c:20]4[cH:21][cH:22][c:23]([S:26][CH2:27][CH3:28])[n:24][cH:25]4)[cH:18][cH:19]3)[CH2:11][O:10]2)[c:4]([F:8])[cH:5][cH:6][cH:7]1.[OH:29][O:30][C:31]([c:32]1[cH:33][c:34]([Cl:35])[cH:36][cH:37][cH:38]1)=[O:39]>>[F:1][c:2]1[c:3]([C:9]2=[N:13][CH:12]([c:14]3[cH:15][cH:16][c:17](-[c:20]4[cH:21][cH:22][c:23]([S:26]([CH2:27][CH3:28])=[O:29])[n:24][cH:25]4)[cH:18][cH:19]3)[CH2:11][O:10]2)[c:4]([F:8])[cH:5][cH:6][cH:7]1.